Dataset: the Open Reaction Database (ORD), a public repository of structured organic reaction records. Task: describe an organic reaction: reactants, conditions, products, and yield Reactants: [H][H] (hydrogen), 2-lower alkyl-5,6,7, 2-lower alkyl-5,6,7, [N+](=O)([O-])C=1C=CC=C2C=C[NH+]=CC12 (8-nitroisoquinolinium). Reagents/catalysts: [Pt]=O (platinum oxide). The solvent is CO (methanol). Yields the product 2-lower alkyl-5,6,7, NC=1C=CC=C2CCNCC12 (8-amino-1,2,3,4-tetrahydroisoquinoline). RXN SMILES: [N+:1]([C:4]1[CH:5]=[CH:6][CH:7]=[C:8]2[C:13]=1[CH:12]=[NH+:11][CH:10]=[CH:9]2)([O-])=O.[H][H]>[Pt]=O.CO>[NH2:1][C:4]1[CH:5]=[CH:6][CH:7]=[C:8]2[C:13]=1[CH2:12][NH:11][CH2:10][CH2:9]2. Procedure: The 2-lower alkyl-5,6,7, or 8-nitroisoquinolinium salt can be catalytically hydrogenated directly to a 2-lower alkyl-5,6,7 or 8-amino-1,2,3,4-tetrahydroisquinoline. The hydrogenation can be readily effected by use of a platinum oxide catalyst in methanol and a hydrogen pressure of about 25 to 100 psi. The hydrogenation proceeds at room temperature. After filtering to remove the catalyst, the filtrate can be worked up to obtain the 2-lower alkyl-5,6,7 or 8-amino-1,2,3,4-tetrahydroisoquinoline. Reactants: ClC1=NC2=CC=C(C=C2N=C1C(F)(F)F)OC (2-chloro-6-methoxy-3-(trifluoromethyl)quinoxaline), B(O)(O)C1=CC=C(C(=O)O)C=C1 (4-boronobenzoic acid). The product is OC=1C=C2N=C(C(=NC2=CC1)C1=CC=C(C(=O)O)C=C1)C(F)(F)F (4-(6-hydroxy-3-(trifluoromethyl)quinoxalin-2-yl)benzoic acid). As a reaction SMILES: Cl[C:2]1[C:11]([C:12]([F:15])([F:14])[F:13])=[N:10][C:9]2[C:4](=[CH:5][CH:6]=[C:7]([O:16]C)[CH:8]=2)[N:3]=1.B([C:21]1[CH:29]=[CH:28][C:24]([C:25]([OH:27])=[O:26])=[CH:23][CH:22]=1)(O)O>>[OH:16][C:7]1[CH:8]=[C:9]2[C:4](=[CH:5][CH:6]=1)[N:3]=[C:2]([C:21]1[CH:29]=[CH:28][C:24]([C:25]([OH:27])=[O:26])=[CH:23][CH:22]=1)[C:11]([C:12]([F:13])([F:14])[F:15])=[N:10]2. Procedure details: Followed the procedure described for Compound VI-1, starting from Intermediate 11 and 4-boronobenzoic acid. 1H NMR (MeOH-d4 500 MHz): δ 8.07 (d, J=8.5 Hz, 2H), 7.96 (d, J=9.0 Hz, 1H), 7.61 (d, J=8.5 Hz, 2H), 7.51 (dd, J=2.5, 9.5 Hz; 1H), 7.35 (d, J=2.5 Hz, 1H); MS (ESI): m/z 335 [M+1]+. Isolated yield 46.6%. Run in N1=CC=CC=C1 (pyridine). RXN SMILES: [Br:1][C:2]1[CH:8]=[CH:7][C:5]([NH2:6])=[C:4]([CH2:9][CH3:10])[CH:3]=1.[F:11][C:12]1[CH:25]=[CH:24][C:15]2[S:16][C:17]([S:20](Cl)(=[O:22])=[O:21])=[C:18]([CH3:19])[C:14]=2[CH:13]=1>N1C=CC=CC=1>[Br:1][C:2]1[CH:8]=[CH:7][C:5]([NH:6][S:20]([C:17]2[S:16][C:15]3[CH:24]=[CH:25][C:12]([F:11])=[CH:13][C:14]=3[C:18]=2[CH3:19])(=[O:22])=[O:21])=[C:4]([CH2:9][CH3:10])[CH:3]=1. Procedure details: This compound was prepared in analogy to Example 1, starting from 4-bromo-2-ethylaniline (CAS:45762-41-2, 2.0 g) and 5-fluoro-3-methylbenzo[b]thiophene-2-sulphonyl chloride (0.265 g) in pyridine (2.0 ml) for 4 h to obtain the desired compound (0.20 g) as a colorless solid. MS (ISP): 445.0, 447.0 (M+NH4)+ Starting materials: BrC1=CC(=C(N)C=C1)CC (4-bromo-2-ethylaniline), FC1=CC2=C(SC(=C2C)S(=O)(=O)Cl)C=C1 (5-fluoro-3-methylbenzo[b]thiophene-2-sulphonyl chloride). Yields the product BrC1=CC(=C(C=C1)NS(=O)(=O)C1=C(C2=C(S1)C=CC(=C2)F)C)CC (5-Fluoro-3-methyl-benzo[b]thiophene-2-sulfonic acid(4-bromo-2-ethyl-phenyl)-amide).